The task is: describe an organic reaction: reactants, conditions, products, and yield. This data is from the Open Reaction Database (ORD), a public repository of structured organic reaction records. As a reaction SMILES: [CH2:1]([Li])[CH2:2][CH2:3][CH3:4].[C:6]1([S:12]([N:15]2[C:19]3=[N:20][CH:21]=[CH:22][CH:23]=[C:18]3C=C2)(=[O:14])=[O:13])[CH:11]=[CH:10][CH:9]=[CH:8][CH:7]=1.ICC.[Cl-].[NH4+]>C1COCC1.C(OCC)(=O)C>[CH2:3]([C:2]1[N:15]([S:12]([C:6]2[CH:11]=[CH:10][CH:9]=[CH:8][CH:7]=2)(=[O:14])=[O:13])[C:19]2=[N:20][CH:21]=[CH:22][CH:23]=[C:18]2[CH:1]=1)[CH3:4] |f:3.4|. The product is C(C)C1=CC=2C(=NC=CC2)N1S(=O)(=O)C1=CC=CC=C1 (2-ethyl-1-(phenylsulfonyl)-1H-pyrrolo[2,3-b]pyridine). Run in C(C)(=O)OCC (ethyl acetate), C1CCOC1 (THF). Procedure details: n-Butyllithium (2.03 mL, 3.25 mmol, 1.6M in hexanes) was added to a solution of 1-(phenylsulfonyl)-1H-pyrrolo[2,3-b]pyridine (0.60 g, 2.32 mmol) in THF (9.0 mL) at −78° C. The reaction mixture was stirred at −78° C. for 30 minutes, and then iodoethane (0.557 mL, 6.97 mmol) was added. The reaction mixture was warmed up to 0° C. and stirred for 2 hours, after which more iodoethane (0.278 mL, 3.48 mmol) was added. The reaction mixture was warmed up to room temperature and stirred overnight. Saturat... Run at temperature -78 celsius, time 30 minute. Reactants: ICC (iodoethane), [Cl-].[NH4+] (ammonium chloride), C(CCC)[Li] (n-Butyllithium), C1(=CC=CC=C1)S(=O)(=O)N1C=CC=2C1=NC=CC2 (1-(phenylsulfonyl)-1H-pyrrolo[2,3-b]pyridine), ICC (iodoethane). Yield: 37.6%. Starting materials: c1c(cncc1Br)C, c1(c(c(cc(c1)C(OCS(Cc1ccccc1)(=O)=O)=O)OC)OC)OC. The reagents and catalysts are CCC(C)(C)[O-].[K+]   (KOtPn), c1ccc(cc1)-c2c3ccccc3cc4ccccc24 (9-Phenylanthracene), C(=O)([O-])[O-].[Cs+].[Cs+] (Cs2CO3), c1(c2c(P(c3ccccc3)c3ccccc3)ccc3c2cccc3)c(P(c2ccccc2)c2ccccc2)ccc2c1cccc2 (BINAP/Pd(allyl)2Cl2), C(C=C)[Pd]Cl.C(C=C)[Pd]Cl (Pd(allyl)2Cl2). Run in CC1CCC(=O)O1 (g-Valerolactone). Run at temperature 130 celsius, time 18 hour. The product is Cc1cncc(Cc2ccccc2)c1. Reaction SMILES: COc1c(OC)c(OC)cc(C(OCS([CH2:1][c:2]2[cH:7][cH:6][cH:5][cH:4][cH:3]2)(=O)=O)=O)c1.[CH3:8][c:9]1[cH:14][c:13](Br)[cH:12][n:11][cH:10]1>>[CH3:8][c:9]1[cH:14][c:13]([CH2:1][c:2]2[cH:7][cH:6][cH:5][cH:4][cH:3]2)[cH:12][n:11][cH:10]1. Reactants: C(C1=CC=CC=C1)OCCOC1=CC=C(CN2C=C(C3=CC(=CC=C23)C)[C@H]2[C@H](O)[C@@H](O)[C@H](O)[C@H](O2)CO)C=C1 (1-{4-[2-(Benzyloxy)ethoxy]benzyl}-3-(β-D-glucopyranosyl)-5-methyl-1H-indole). The reagents and catalysts are [C].[Pd] (palladium-carbon). Run in CO (methanol), C(C)(=O)OCC (ethyl acetate). Reaction conditions: time 1 hour. Yields the product [C@@H]1([C@H](O)[C@@H](O)[C@H](O)[C@H](O1)CO)C1=CN(C2=CC=C(C=C12)C)CC1=CC=C(C=C1)OCCO (3-(β-D-Glucopyranosyl)-1-[4-(2-hydroxyethoxy)benzyl]-5-methyl-1H-indole). Yield: 63.9%. As a reaction SMILES: C([O:8][CH2:9][CH2:10][O:11][C:12]1[CH:39]=[CH:38][C:15]([CH2:16][N:17]2[C:25]3[C:20](=[CH:21][C:22]([CH3:26])=[CH:23][CH:24]=3)[C:19]([C@@H:27]3[O:35][C@H:34]([CH2:36][OH:37])[C@@H:32]([OH:33])[C@H:30]([OH:31])[C@H:28]3[OH:29])=[CH:18]2)=[CH:14][CH:13]=1)C1C=CC=CC=1>CO.C(OCC)(=O)C.[C].[Pd]>[C@@H:27]1([C:19]2[C:20]3[C:25](=[CH:24][CH:23]=[C:22]([CH3:26])[CH:21]=3)[N:17]([CH2:16][C:15]3[CH:14]=[CH:13][C:12]([O:11][CH2:10][CH2:9][OH:8])=[CH:39][CH:38]=3)[CH:18]=2)[O:35][C@H:34]([CH2:36][OH:37])[C@@H:32]([OH:33])[C@H:30]([OH:31])[C@H:28]1[OH:29] |f:3.4|. Procedure details: 1-{4-[2-(Benzyloxy)ethoxy]benzyl}-3-(β-D-glucopyranosyl)-5-methyl-1H-indole (32 mg) was dissolved in a mixed solvent of methanol (1 mL) and ethyl acetate (2 mL). To the solution was added 10% palladium-carbon powder (10 mg), and the mixture was stirred at room temperature under a hydrogen atmosphere for 1 hour. The insoluble material was removed by filtration, and the solvent was removed under reduced pressure to give the title compound (17 mg). Procedure: To a solution of furan-2-carboxylic acid (2.0 g, 17.8 mmols) and N-methylmorpholine (1.95 ml, 17.8 mmols) in anhydrous THF (10 ml), cooled at −15° C. was added dropwise under stirring an equivalent quantity of isobutylchloroformate (2.33 ml, 17.8 mmols). After 30 minutes a solution of L-leucine methylester hydrochloride (3.23 g, 17.8 mmol) and N-metylmorpholine (1.95 ml, 17.7 mmols in anhydrous THF (15 ml) was slowly added, maintaining the mixture under stirring at −15° C. for two hours. The rea... Reaction conditions: temperature -15 celsius, time 2 hour. As a reaction SMILES: [O:1]1[CH:5]=[CH:4][CH:3]=[C:2]1[C:6]([OH:8])=O.CN1CCOCC1.C(OC(Cl)=O)C(C)C.Cl.[CH3:25][O:26][C:27](=[O:34])[C@H:28]([CH2:30][CH:31]([CH3:33])[CH3:32])[NH2:29]>C1COCC1.C(Cl)Cl>[CH3:25][O:26][C:27](=[O:34])[C@H:28]([CH2:30][CH:31]([CH3:33])[CH3:32])[NH:29][C:6]([C:2]1[O:1][CH:5]=[CH:4][CH:3]=1)=[O:8] |f:3.4|. The reactants are O1C(=CC=C1)C(=O)O (furan-2-carboxylic acid), CN1CCOCC1 (N-methylmorpholine), C(C(C)C)OC(=O)Cl (isobutylchloroformate), Cl.COC([C@@H](N)CC(C)C)=O (L-leucine methylester hydrochloride), CN1CCOCC1 (N-metylmorpholine). Product: COC([C@@H](NC(=O)C=1OC=CC1)CC(C)C)=O (N-[(furan-2-yl) carbonyl]- L-leucine methylester). Run in C(Cl)Cl (CH2Cl2), petroleum ether, C1CCOC1 (THF), C1CCOC1 (THF).